This data is from the Open Reaction Database (ORD), a public repository of structured organic reaction records. The task is: describe an organic reaction: reactants, conditions, products, and yield Reported procedure: A solution of 2-chloroethyl isocyanate (0.2 mole) in 100 ml of benzene was slowly added to a stirred solution of activated sodium azide (0.2 mole) in 100 ml of hydrochloric acid (13%) maintained at 0° C. The two-phase reaction mixture was stirred for 4 hours at 0° C. and the water phase was removed. 2-chloroethylcarbamoyl azide was crystallized from benzene/petroleum ether in the form of white needles. Yield: 88%. M.P. 49.6 to 50.2° C. NMR(CDCl3 -TMS)δ=3.4 to 3.9 ppm (unres., 4H, CH2 --CH2Cl); 6... As a reaction SMILES: [Cl:1][CH2:2][CH2:3][N:4]=[C:5]=[O:6].[N-:7]=[N+:8]=[N-:9].[Na+]>C1C=CC=CC=1.Cl>[Cl:1][CH2:2][CH2:3][NH:4][C:5]([N:7]=[N+:8]=[N-:9])=[O:6] |f:1.2|. Product: ClCCNC(=O)N=[N+]=[N-] (2-chloroethylcarbamoyl azide). Solvent: C1=CC=CC=C1 (benzene), Cl (hydrochloric acid). Starting materials: ClCCN=C=O (2-chloroethyl isocyanate), [N-]=[N+]=[N-].[Na+] (sodium azide). Yield: 88.0%. Run at temperature 0 celsius, time 4 hour. Solvent: CN(C=O)C (N,N-dimethylformamide). The reactants are ice, FC1=C(C=C2C=C(NC2=C1O)C(=O)O)OC=1C=NC(=CC1)S(=O)(=O)C (6-fluoro-7-hydroxy-5-{[6-(methylsulfonyl)pyridin-3-yl]oxy}-1H-indole-2-carboxylic acid), [NH4+].ON1N=NC2=C1C=CC=C2 (1-hydroxybenzotriazole ammonium salt), Cl.C(C)N=C=NCCCN(C)C (1-ethyl-3-(3-dimethylaminopropyl)carbodiimide hydrochloride). Yield: 22.1%. RXN SMILES: [F:1][C:2]1[C:10]([OH:11])=[C:9]2[C:5]([CH:6]=[C:7]([C:12](O)=[O:13])[NH:8]2)=[CH:4][C:3]=1[O:15][C:16]1[CH:17]=[N:18][C:19]([S:22]([CH3:25])(=[O:24])=[O:23])=[CH:20][CH:21]=1.[NH4+].O[N:28]1C2C=CC=CC=2N=N1.Cl.C(N=C=NCCCN(C)C)C>CN(C)C=O>[F:1][C:2]1[C:10]([OH:11])=[C:9]2[C:5]([CH:6]=[C:7]([C:12]([NH2:28])=[O:13])[NH:8]2)=[CH:4][C:3]=1[O:15][C:16]1[CH:17]=[N:18][C:19]([S:22]([CH3:25])(=[O:24])=[O:23])=[CH:20][CH:21]=1 |f:1.2,3.4|. Product: FC1=C(C=C2C=C(NC2=C1O)C(=O)N)OC=1C=NC(=CC1)S(=O)(=O)C (6-Fluoro-7-hydroxy-5-{[6-(methylsulfonyl)pyridin-3-yl]oxy}-1H-indole-2-carboxamide). Procedure details: To an ice-cooled and stirred mixture of 6-fluoro-7-hydroxy-5-{[6-(methylsulfonyl)pyridin-3-yl]oxy}-1H-indole-2-carboxylic acid (2.5 g) in N,N-dimethylformamide (30 mL) were added 1-hydroxybenzotriazole ammonium salt (1.25 g) and 1-ethyl-3-(3-dimethylaminopropyl)carbodiimide hydrochloride (1.57 g). After stirred at 4° C. to room temperature for 15 h, the reaction mixture was partitioned between ethyl acetate and aqueous citric acid solution. The organic layer was washed successively with aqueous ...